This data is from the Open Reaction Database (ORD), a public repository of structured organic reaction records. The task is: describe an organic reaction: reactants, conditions, products, and yield Reported procedure: A mixture of 2-bromo-propionic acid ethyl ester (14.6 mL, 0.112 mol), quinolin-6-ol (16.3 g, 0.112 mol) and Cs2CO3 (44 g, 0.135 mol) in 500 mL of DMF was heated to 90° C. for overnight. The mixture was filtered and diluted with Et2O (500 mL). Organic layer was washed with water and brine. The combined aqueous layer was then extracted with EtOAc. Combined organic layer was washed with water and brine, dried over Na2SO4, filtered and concentrated. Crude material was purified by chromotography (Rf=... Run at temperature 90 celsius. Yield: 80.1%. The reactants are C(C)OC(C(C)Br)=O (2-bromo-propionic acid ethyl ester), N1=CC=CC2=CC(=CC=C12)O (quinolin-6-ol), C(=O)([O-])[O-].[Cs+].[Cs+] (Cs2CO3). As a reaction SMILES: [CH2:1]([O:3][C:4](=[O:8])[CH:5](Br)[CH3:6])[CH3:2].[N:9]1[C:18]2[C:13](=[CH:14][C:15]([OH:19])=[CH:16][CH:17]=2)[CH:12]=[CH:11][CH:10]=1.C([O-])([O-])=O.[Cs+].[Cs+]>CN(C=O)C>[CH2:1]([O:3][C:4](=[O:8])[CH:5]([O:19][C:15]1[CH:14]=[C:13]2[C:18](=[CH:17][CH:16]=1)[N:9]=[CH:10][CH:11]=[CH:12]2)[CH3:6])[CH3:2] |f:2.3.4|. Yields the product C(C)OC(C(C)OC=1C=C2C=CC=NC2=CC1)=O (2-(Quinolin-6-yloxy)-propionic acid ethyl ester). The solvent is CN(C)C=O (DMF). Starting materials: CCCCCc1nc2c(NC(=O)C(Cl)(Cl)Cl)nc3ccccc3c2s1, CO, ClCCl, N. Product: CCCCCc1nc2c(N)nc3ccccc3c2s1. Reaction SMILES: [CH2:1]([CH2:2][CH2:3][CH2:4][CH3:5])[c:6]1[s:7][c:8]2[c:9]([c:10]([NH:18][C:19](=[O:20])[C:21]([Cl:22])([Cl:23])[Cl:24])[n:11][c:12]3[cH:13][cH:14][cH:15][cH:16][c:17]23)[n:25]1.[CH3:30][OH:31].[Cl:27][CH2:28][Cl:29].[NH3:26]>>[CH2:1]([CH2:2][CH2:3][CH2:4][CH3:5])[c:6]1[s:7][c:8]2[c:9]([c:10]([NH2:18])[n:11][c:12]3[cH:13][cH:14][cH:15][cH:16][c:17]23)[n:25]1. Starting materials: NOS(=O)(=O)C1=C(C=C(C=C1C)C)C (2-[(aminooxy)sulfonyl]-1,3,5-trimethylbenzene), C1(=CC=CC=C1)COC1=CC=NC=C1 (4-[(Phenylmethyl)oxy]pyridine). Run in C(Cl)Cl (DCM), C(Cl)Cl (DCM). Run at time 45 minute. The product is CC1=C(C(=CC(=C1)C)C)S(=O)(=O)[O-].N[N+]1=CC=C(C=C1)OCC1=CC=CC=C1 (1-Amino-4-[(phenylmethyl)oxy]pyridinium 2,4,6-trimethylbenzene-sulfonate). RXN SMILES: [NH2:1][O:2][S:3]([C:6]1[C:11]([CH3:12])=[CH:10][C:9]([CH3:13])=[CH:8][C:7]=1[CH3:14])(=[O:5])=[O:4].[C:15]1([CH2:21][O:22][C:23]2[CH:28]=[CH:27][N:26]=[CH:25][CH:24]=2)[CH:20]=[CH:19][CH:18]=[CH:17][CH:16]=1>C(Cl)Cl>[CH3:12][C:11]1[CH:10]=[C:9]([CH3:13])[CH:8]=[C:7]([CH3:14])[C:6]=1[S:3]([O-:5])(=[O:4])=[O:2].[NH2:1][N+:26]1[CH:27]=[CH:28][C:23]([O:22][CH2:21][C:15]2[CH:16]=[CH:17][CH:18]=[CH:19][CH:20]=2)=[CH:24][CH:25]=1 |f:3.4|. Procedure details: A solution of 2-[(aminooxy)sulfonyl]-1,3,5-trimethylbenzene (4.05 g, 18.8 mmol) in DCM (60 mL) was cooled to 0° C. 4-[(Phenylmethyl)oxy]pyridine (2.91 g, 15.7 mmol) in DCM (2 mL) was added dropwise. Following complete addition, the mixture was stirred at rt for 45 min. The reaction mixture was evaporated under reduced pressure to give crude white foam. The reactants are COc1ccc(CN(C(=O)OC(C)(C)C)c2ccc(C(=O)c3c[nH]c4ncncc34)cn2)cn1, ClCCl, O=C(O)C(F)(F)F. Product: COc1ccc(CNc2ccc(C(=O)c3c[nH]c4ncncc34)cn2)cn1. Reaction SMILES: [C:1]([O:2][C:3](=[O:4])[N:7]([c:8]1[n:9][cH:10][c:11]([C:14](=[O:15])[c:16]2[cH:17][nH:18][c:19]3[n:20][cH:21][n:22][cH:23][c:24]23)[cH:12][cH:13]1)[CH2:25][c:26]1[cH:27][n:28][c:29]([O:32][CH3:33])[cH:30][cH:31]1)([CH3:5])([CH3:6])[CH3:34].[Cl:42][CH2:43][Cl:44].[OH:35][C:36]([C:37]([F:38])([F:39])[F:40])=[O:41]>>[NH:7]([c:8]1[n:9][cH:10][c:11]([C:14](=[O:15])[c:16]2[cH:17][nH:18][c:19]3[n:20][cH:21][n:22][cH:23][c:24]23)[cH:12][cH:13]1)[CH2:25][c:26]1[cH:27][n:28][c:29]([O:32][CH3:33])[cH:30][cH:31]1. The reactants are C=CCc1ccccc1N(C)C(=O)c1ccc(NC(=O)c2ccccc2-c2ccc(C)cc2)cc1, CO, [H][H]. Yields the product CCCc1ccccc1N(C)C(=O)c1ccc(NC(=O)c2ccccc2-c2ccc(C)cc2)cc1. Reaction SMILES: [CH3:1][c:2]1[cH:3][cH:4][c:5](-[c:8]2[c:9]([C:14](=[O:15])[NH:16][c:17]3[cH:18][cH:19][c:20]([C:21](=[O:22])[N:23]([c:24]4[c:25]([CH2:30][CH:31]=[CH2:32])[cH:26][cH:27][cH:28][cH:29]4)[CH3:33])[cH:34][cH:35]3)[cH:10][cH:11][cH:12][cH:13]2)[cH:6][cH:7]1.[CH3:38][OH:39].[H:36][H:37]>>[CH3:1][c:2]1[cH:3][cH:4][c:5](-[c:8]2[c:9]([C:14](=[O:15])[NH:16][c:17]3[cH:18][cH:19][c:20]([C:21](=[O:22])[N:23]([c:24]4[c:25]([CH2:30][CH2:31][CH3:32])[cH:26][cH:27][cH:28][cH:29]4)[CH3:33])[cH:34][cH:35]3)[cH:10][cH:11][cH:12][cH:13]2)[cH:6][cH:7]1. Starting materials: ClC1=C(C(=CC=C1)Cl)C1=NOC(=C1COC1=CC=C(C=C1)C=1C=C2C=CC=C(C2=CC1)C(=O)O)C(C)C (6-[4-({[3-(2,6-dichlorophenyl)-5-(1-methylethyl)-4-isoxazolyl]methyl}oxy)phenyl]-1-naphthalenecarboxylic acid), C(O)([O-])=O.[NH4+] (Ammonium hydrogen carbonate), C(=O)(OC(C)(C)C)OC(=O)OC(C)(C)C (di-tert-butyl dicarbonate), N1=CC=CC=C1 (pyridine). Run in C(C)#N (acetonitrile). Yields the product ClC1=C(C(=CC=C1)Cl)C1=NOC(=C1COC1=CC=C(C=C1)C=1C=C2C=CC=C(C2=CC1)C(=O)N)C(C)C (6-[4-({[3-(2,6-dichlorophenyl)-5-(1-methylethyl)-4-isoxazolyl]methyl}oxy)phenyl]-1-naphthalenecarboxamide). Yield: 98.3%. Reaction SMILES: [Cl:1][C:2]1[CH:7]=[CH:6][CH:5]=[C:4]([Cl:8])[C:3]=1[C:9]1[C:13]([CH2:14][O:15][C:16]2[CH:21]=[CH:20][C:19]([C:22]3[CH:23]=[C:24]4[C:29](=[CH:30][CH:31]=3)[C:28]([C:32]([OH:34])=O)=[CH:27][CH:26]=[CH:25]4)=[CH:18][CH:17]=2)=[C:12]([CH:35]([CH3:37])[CH3:36])[O:11][N:10]=1.C(OC(OC(C)(C)C)=O)(OC(C)(C)C)=O.[N:53]1C=CC=CC=1.C(=O)([O-])O.[NH4+]>C(#N)C>[Cl:8][C:4]1[CH:5]=[CH:6][CH:7]=[C:2]([Cl:1])[C:3]=1[C:9]1[C:13]([CH2:14][O:15][C:16]2[CH:21]=[CH:20][C:19]([C:22]3[CH:23]=[C:24]4[C:29](=[CH:30][CH:31]=3)[C:28]([C:32]([NH2:53])=[O:34])=[CH:27][CH:26]=[CH:25]4)=[CH:18][CH:17]=2)=[C:12]([CH:35]([CH3:36])[CH3:37])[O:11][N:10]=1 |f:3.4|. Procedure details: 6-[4-({[3-(2,6-dichlorophenyl)-5-(1-methylethyl)-4-isoxazolyl]methyl}oxy)phenyl]-1-naphthalenecarboxylic acid (97 mg, 0.180 mmol), di-tert-butyl dicarbonate (60 mg, 0.273 mmol), and pyridine (0.021 mL, 0.273 mmol) were combined into anhydrous acetonitrile (5 mL). The mixture was stirred at ambient temperature for half an hour. Ammonium hydrogen carbonate (25 mg, 0.273 mmol) was then added to the mixture and the reaction was stirred at ambient temperature for 48 hours. The solvent was then remove... Starting materials: ClC1=C(C(=O)C2=CC=C(C=C2)F)C=CC(=C1Cl)OC (2,3-dichloro-4-methoxy-4'-fluorobenzophenone), Cl.N1=CC=CC=C1 (pyridine hydrochloride), ice water. Conditions: temperature 200 celsius. Product: ClC1=C(C(=O)C2=CC=C(C=C2)F)C=CC(=C1Cl)O (2,3-dichloro-4-hydroxy-4'-fluorobenzophenone). As a reaction SMILES: [Cl:1][C:2]1[C:16]([Cl:17])=[C:15]([O:18]C)[CH:14]=[CH:13][C:3]=1[C:4]([C:6]1[CH:11]=[CH:10][C:9]([F:12])=[CH:8][CH:7]=1)=[O:5].Cl.N1C=CC=CC=1>>[Cl:1][C:2]1[C:16]([Cl:17])=[C:15]([OH:18])[CH:14]=[CH:13][C:3]=1[C:4]([C:6]1[CH:7]=[CH:8][C:9]([F:12])=[CH:10][CH:11]=1)=[O:5] |f:1.2|. Reported procedure: A mixture of 39.5 g of 2,3-dichloro-4-methoxy-4'-fluorobenzophenone and 160 g of pyridine hydrochloride is heated at 200° C. for one hour. The reaction mixture is poured into ice water with stirring and a precipitate forms. The precipitate is filtered and dried for about 18 hours to yield 2,3-dichloro-4-hydroxy-4'-fluorobenzophenone. Starting materials: C1(CCCC1)C1=NC(=CC(=C1)C1=NC(=NO1)C1=CC(=C(C(=C1)C)O)CC)OC (4-[5-(2-cyclopentyl-6-methoxy-pyridin-4-yl)-[1,2,4]oxadiazol-3-yl]-2-ethyl-6-methyl-phenol), C(Cl)[C@H]1CO1 ((R)-epichlorohydrine). Solvent: CC(C)O (2-propanol), [OH-].[Na+] (NaOH), CC(OCC)=O (EA). Reaction conditions: temperature 45 celsius, time 6 hour. The product is C1(CCCC1)C1=NC(=CC(=C1)C1=NC(=NO1)C1=CC(=C(C(=C1)C)OC[C@H]1OC1)CC)OC ((S)-5-(2-cyclopentyl-6-methoxypyridin-4-yl)-3-(3-ethyl-5-methyl-4-(oxiran-2-ylmethoxy)phenyl)-1,2,4-oxadiazole). The yield is 95.4%. Reaction SMILES: [CH:1]1([C:6]2[CH:11]=[C:10]([C:12]3[O:16][N:15]=[C:14]([C:17]4[CH:22]=[C:21]([CH3:23])[C:20]([OH:24])=[C:19]([CH2:25][CH3:26])[CH:18]=4)[N:13]=3)[CH:9]=[C:8]([O:27][CH3:28])[N:7]=2)[CH2:5][CH2:4][CH2:3][CH2:2]1.[CH2:29]([C@@H:31]1[O:33][CH2:32]1)Cl>CC(O)C.[OH-].[Na+].CC(=O)OCC>[CH:1]1([C:6]2[CH:11]=[C:10]([C:12]3[O:16][N:15]=[C:14]([C:17]4[CH:22]=[C:21]([CH3:23])[C:20]([O:24][CH2:29][C@@H:31]5[CH2:32][O:33]5)=[C:19]([CH2:25][CH3:26])[CH:18]=4)[N:13]=3)[CH:9]=[C:8]([O:27][CH3:28])[N:7]=2)[CH2:2][CH2:3][CH2:4][CH2:5]1 |f:3.4|. Procedure: To a solution of 4-[5-(2-cyclopentyl-6-methoxy-pyridin-4-yl)-[1,2,4]oxadiazol-3-yl]-2-ethyl-6-methyl-phenol (2.32 g, 4.91 mmol) in 2-propanol (60 mL) and 3 N aq. NaOH (6 mL), (R)-epichlorohydrine (4.55 g, 49.1 mmol) is added. The mixture is stirred at 45° C. for 6 h before it is diluted with EA (100 mL) and washed twice with 1 N aq. NaOH (2×15 mL) followed by brine (25 mL). The org. extract is dried over MgSO4, filtered and concentrated. The crude product is purified by MPLC on silica gel elutin...